The task is: describe an organic reaction: reactants, conditions, products, and yield. This data is from the Open Reaction Database (ORD), a public repository of structured organic reaction records. The solvent is C(CC)O (n-propanol). Run at time 15 hour. Reported procedure: 15.9 g hydrazine hydrochloride and 18.4 ml hydrazine hydrate are added under stirring to 22.5 g of the product of step (a) in 20 ml n-propanol and the obtained reaction mixture is heated under reflux for 5 hours. The mixture is concentrated, treated with 500 ml H2O, filtered and washed with H2O (fraction A). The mother liquor is extracted with ethyl acetate and the extract evaporated. To the residue (7.5 g) are added 100 ml n-propanol and 20 ml triethylamine and the mixture is stirred and heated... Reaction SMILES: Cl.[NH2:2][NH2:3].O.NN.C[O:8][C:9]([C@@H:11]1[CH:26]=[C:25]2[C@@H:15]([CH2:16][C:17]3[C:27]4[C:20](=[CH:21][CH:22]=[CH:23][C:24]2=4)[NH:19][C:18]=3[CH3:28])[N:13]([CH3:14])[CH2:12]1)=O>C(O)CC>[CH3:28][C:18]1[NH:19][C:20]2[C:27]3[C:17]=1[CH2:16][C@@H:15]1[C:25]([C:24]=3[CH:23]=[CH:22][CH:21]=2)=[CH:26][C@H:11]([C:9]([NH:2][NH2:3])=[O:8])[CH2:12][N:13]1[CH3:14] |f:0.1,2.3|. Yields the product CC1=C2C[C@H]3N(C[C@@H](C(=O)NN)C=C3C=3C=CC=C(N1)C32)C (2-methyl-isolysergic acid hydrazide). The reactants are Cl.NN (hydrazine hydrochloride), O.NN (hydrazine hydrate), COC(=O)[C@H]1CN(C)[C@@H]2CC3=C(NC4=CC=CC(C2=C1)=C34)C (2-Methyl-lysergic acid methyl ester).